Task: describe an organic reaction: reactants, conditions, products, and yield. Dataset: the Open Reaction Database (ORD), a public repository of structured organic reaction records Reaction conditions: temperature 90 celsius, time 2.5 hour. The reactants are C(CCC)C1=CC=C(C=C1)C1=NN=NN1CC(=O)O ([5-(4-butylphenyl) tetrazol-1-yl] acetic acid), S(O)(O)(=O)=O (sulfuric acid), C(CO)O (ethylene glycol), ice water. Procedure: To a solution of 1 g (3.84 mM) of [5-(4-butylphenyl) tetrazol-1-yl] acetic acid in 5 ml of ethylene glycol was added 0.5 ml of sulfuric acid. After the addition, the mixture was stirred at 90° C. for 2.5 hrs. The mixture was then poured into ice-water and extracted with ethyl acetate. The organic phase was washed with water, dried over anhydrous magnesium sulfate and then concentrated under reduced pressure. The resultant residue was subjected to silica gel column chromatography (eluent: chlorof... RXN SMILES: [CH2:1]([C:5]1[CH:10]=[CH:9][C:8]([C:11]2[N:15]([CH2:16][C:17]([OH:19])=[O:18])[N:14]=[N:13][N:12]=2)=[CH:7][CH:6]=1)[CH2:2][CH2:3][CH3:4].S(=O)(=O)(O)O.[CH2:25](O)[CH2:26][OH:27]>>[OH:27][CH2:26][CH2:25][O:18][C:17](=[O:19])[CH2:16][N:15]1[C:11]([C:8]2[CH:7]=[CH:6][C:5]([CH2:1][CH2:2][CH2:3][CH3:4])=[CH:10][CH:9]=2)=[N:12][N:13]=[N:14]1. Product: OCCOC(CN1N=NN=C1C1=CC=C(C=C1)CCCC)=O ([5-(4-butylphenyl) tetrazol-1-yl] acetic acid 2-hydroxyethyl ester). The yield is 47.4%.